From a dataset of the Open Reaction Database (ORD), a public repository of structured organic reaction records. describe an organic reaction: reactants, conditions, products, and yield The reactants are CC(=O)O, Cc1ccccc1CC(N)=O. Yields the product Cc1ccccc1CC(=O)NC=O. RXN SMILES: [CH3:12][C:13]([OH:14])=[O:15].[c:1]1([CH3:11])[c:2]([CH2:7][C:8](=[O:9])[NH2:10])[cH:3][cH:4][cH:5][cH:6]1>>[c:1]1([CH3:11])[c:2]([CH2:7][C:8](=[O:9])[NH:10][CH:13]=[O:14])[cH:3][cH:4][cH:5][cH:6]1. Starting materials: C=C (ethylene), COC(CBr)=O (methylbromacetate), N(=NC(C#N)(C)C)C(C#N)(C)C (azo-bis-isobutyronitrile), stainless steel, C=C (ethylene). Conditions: time 20 minute. Product: γ, BrC(C(=O)O)CC (bromobutyric acid), COC(CBr)=O (methylbromacetate). Reaction SMILES: [CH3:1][O:2][C:3](=[O:6])[CH2:4][Br:5].N(C(C)(C)C#N)=N[C:9](C)(C)[C:10]#N.C=C>>[Br:5][CH:4]([CH2:9][CH3:10])[C:3]([OH:2])=[O:6].[CH3:1][O:2][C:3](=[O:6])[CH2:4][Br:5]. Procedure details: 136 g of methylbromacetate and 3.5 g of azo-bis-isobutyronitrile are charged at 20° C. into a rotary stainless steel autoclave of capacity 0.27 lit provided with a heating jacket and a thermocouple, after which ethylene is added with stirring until the pressure in the autoclave reaches 40 gage atm. Then, within 20 minutes, the temperature in the autoclave is brought to 100° C., and the stirring is carried on at the latter temperature until the pressure ceases to drop, which takes approximately 2... The reactants are C=C(C[Si](C)(C)C)C(=O)O, Cc1ccccc1, O, O, O=C1OC2C(O)C3CC1C2O3, Cc1ccc(S(=O)(=O)O)cc1. Yields the product C=C(C[Si](C)(C)C)C(=O)OC1C2CC3C(=O)OC1C3O2. RXN SMILES: [CH3:1][Si:2]([CH3:3])([CH3:4])[CH2:5][C:6]([C:7](=[O:8])[OH:9])=[CH2:10].[CH3:34][c:35]1[cH:36][cH:37][cH:38][cH:39][cH:40]1.[OH2:22].[OH2:41].[OH:11][CH:12]1[CH:13]2[O:14][CH:15]3[CH:16]([C:17](=[O:20])[O:18][CH:19]13)[CH2:21]2.[c:23]1([CH3:24])[cH:25][cH:26][c:27]([S:28]([OH:29])(=[O:30])=[O:31])[cH:32][cH:33]1>>[CH3:1][Si:2]([CH3:3])([CH3:4])[CH2:5][C:6]([C:7](=[O:8])[O:9][CH:12]1[CH:13]2[O:14][CH:15]3[CH:16]([C:17](=[O:20])[O:18][CH:19]13)[CH2:21]2)=[CH2:10]. Starting materials: NC=1SC=C(N1)C(C(=O)OCC)=O (ethyl 2-aminothiazol-4-ylglyoxylate), CN=C=O (methyl isocyanate). Run in C(C)(=O)OCC (ethyl acetate). The product is CNC(NC=1SC=C(N1)C(C(=O)OCC)=O)=O (Ethyl 2-(3-methylureido)thiazol-4-ylglyoxylate). As a reaction SMILES: [NH2:1][C:2]1[S:3][CH:4]=[C:5]([C:7](=[O:13])[C:8]([O:10][CH2:11][CH3:12])=[O:9])[N:6]=1.[CH3:14][N:15]=[C:16]=[O:17]>C(OCC)(=O)C>[CH3:14][NH:15][C:16](=[O:17])[NH:1][C:2]1[S:3][CH:4]=[C:5]([C:7](=[O:13])[C:8]([O:10][CH2:11][CH3:12])=[O:9])[N:6]=1. Procedure details: Following a procedure similar to that described in Preparation 1, the desired compound was prepared from 10 g of ethyl 2-aminothiazol-4-ylglyoxylate. 7 g of methyl isocyanate and 200 ml of ethyl acetate. The resulting product was a pale yellow powder having the following physical properties. The reactants are C(C)(C)(C)OC(CN1C=CC2=CC=C(C=C12)O)=O ((6-hydroxy-indol-1-yl)-acetic acid tert-butyl ester), C1(=CC=CC=C1)P(C1=CC=CC=C1)C1=CC=CC=C1 (triphenylphosphine), N(=NC(=O)OC(C)(C)C)C(=O)OC(C)(C)C (di-tert-butyl azodicarboxylate), CC1=C(N=C(S1)C1=CC=C(C=C1)OC(F)(F)F)CCO (2-[5-methyl-2-(4-trifluoromethoxy-phenyl)-thiazol-4-yl]-ethanol), C(C)OC(=O)C1=C(N=C(S1)C1=CC=C(C=C1)OC(F)(F)F)C (4-methyl-2-(4-trifluoromethoxy-phenyl)-thiazole-5-carboxylic acid ethyl ester). Yields the product C(C)(C)(C)OC(CN1C=CC2=CC=C(C=C12)OCCC1=C(N=C(S1)C1=CC=C(C=C1)OC(F)(F)F)C)=O ((6-{2-[4-methyl-2-(4-trifluoromethoxy-phenyl)-thiazol-5-yl]-ethoxy}-indol-1-yl)-acetic acid tert-butyl ester). Reaction SMILES: [C:1]([O:5][C:6](=[O:18])[CH2:7][N:8]1[C:16]2[C:11](=[CH:12][CH:13]=[C:14]([OH:17])[CH:15]=2)[CH:10]=[CH:9]1)([CH3:4])([CH3:3])[CH3:2].[CH3:19][C:20]1[S:24][C:23]([C:25]2[CH:30]=[CH:29][C:28]([O:31][C:32]([F:35])([F:34])[F:33])=[CH:27][CH:26]=2)=[N:22][C:21]=1[CH2:36]CO.[CH2:39](OC(C1SC(C2C=CC(OC(F)(F)F)=CC=2)=NC=1C)=O)C.C1(P(C2C=CC=CC=2)C2C=CC=CC=2)C=CC=CC=1.N(C(OC(C)(C)C)=O)=NC(OC(C)(C)C)=O>>[C:1]([O:5][C:6](=[O:18])[CH2:7][N:8]1[C:16]2[C:11](=[CH:12][CH:13]=[C:14]([O:17][CH2:39][CH2:19][C:20]3[S:24][C:23]([C:25]4[CH:26]=[CH:27][C:28]([O:31][C:32]([F:33])([F:34])[F:35])=[CH:29][CH:30]=4)=[N:22][C:21]=3[CH3:36])[CH:15]=2)[CH:10]=[CH:9]1)([CH3:4])([CH3:2])[CH3:3]. Reported procedure: In analogy to the procedure described in example 3 c], (6-hydroxy-indol-1-yl)-acetic acid tert-butyl ester (example 6 b]) was reacted with 2-[5-methyl-2-(4-trifluoromethoxy-phenyl)-thiazol-4-yl]-ethanol {prepared from 4-methyl-2-(4-trifluoromethoxy-phenyl)-thiazole-5-carboxylic acid ethyl ester (PCT Int. Appl. (2001), WO 2001040207 A1) in analogy to the procedures described in examples 19 b] to 19 f]} in the presence of triphenylphosphine and di-tert-butyl azodicarboxylate to yield (6-{2-[4-meth... The reactants are COC1=CC=C(C=C1)N=C=S (p-methoxyphenylisothiocyanate), COC(CN)OC (aminoacetaldehyde dimethyl acetal). Run in C(Cl)(Cl)Cl (CHCl3). The product is COC1=CC=C(C=C1)NC(=S)NCC(OC)OC (N-(p-methoxyphenyl)-N'-(β,β-dimethoxyethyl)thiourea). Reaction SMILES: [CH3:1][O:2][C:3]1[CH:8]=[CH:7][C:6]([N:9]=[C:10]=[S:11])=[CH:5][CH:4]=1.[CH3:12][O:13][CH:14]([O:17][CH3:18])[CH2:15][NH2:16]>C(Cl)(Cl)Cl>[CH3:1][O:2][C:3]1[CH:4]=[CH:5][C:6]([NH:9][C:10]([NH:16][CH2:15][CH:14]([O:17][CH3:18])[O:13][CH3:12])=[S:11])=[CH:7][CH:8]=1. Procedure details: A solution of 10 g (0.06 mole) of p-methoxyphenylisothiocyanate in 100 ml of CHCl3 was treated with 6.3 g (0.06 mole) of aminoacetaldehyde dimethyl acetal. The solvent was evaporated and the residue was recrystallized from ethanol to yield N-(p-methoxyphenyl)-N'-(β,β-dimethoxyethyl)thiourea, 9.2 g (57%). A suspension of this thiourea in a solution of 5 ml of concentrated H2SO4 and 20 ml of H2O was refluxed for 3 hr. The mixture was cooled and a solid was filtered, washed with H2O and dried. Recr... Reactants: N1N=CC=C1 (pyrazole), ClC=1N=C(C2=C(N1)SC(=C2)C)NCC2=CC(=C(C=C2)OC)Cl (2-chloro-6-methyl-4-(3-chloro-4-methoxybenzylamino)-thieno-[2,3-d]-pyrimidine). Yields the product N1(N=CC=C1)C=1N=C(C2=C(N1)SC(=C2)C)NCC2=CC(=C(C=C2)OC)Cl (2-(pyrazol-1-yl)-6-methyl-4-(3-chloro-4-methoxybenzylamino)-thieno-[2,3-d]-pyrimidine). RXN SMILES: [NH:1]1[CH:5]=[CH:4][CH:3]=[N:2]1.Cl[C:7]1[N:8]=[C:9]([NH:17][CH2:18][C:19]2[CH:24]=[CH:23][C:22]([O:25][CH3:26])=[C:21]([Cl:27])[CH:20]=2)[C:10]2[CH:15]=[C:14]([CH3:16])[S:13][C:11]=2[N:12]=1>>[N:1]1([C:7]2[N:8]=[C:9]([NH:17][CH2:18][C:19]3[CH:24]=[CH:23][C:22]([O:25][CH3:26])=[C:21]([Cl:27])[CH:20]=3)[C:10]3[CH:15]=[C:14]([CH3:16])[S:13][C:11]=3[N:12]=2)[CH:5]=[CH:4][CH:3]=[N:2]1. Procedure: Following the procedure of Example 97, the reaction of pyrazole with 2-chloro-6-methyl-4-(3-chloro-4-methoxybenzylamino)-thieno-[2,3-d]-pyrimidine gives 2-(pyrazol-1-yl)-6-methyl-4-(3-chloro-4-methoxybenzylamino)-thieno-[2,3-d]-pyrimidine.